This data is from the Open Reaction Database (ORD), a public repository of structured organic reaction records. The task is: describe an organic reaction: reactants, conditions, products, and yield Reactants: [N+](=O)([O-])C=1C=C(C(=O)O)C=CC1 (m-nitrobenzoic acid), CN(C(=O)N)N=O (N-methyl,N-nitrosourea), [OH-].[K+] (potassium hydroxide). Solvent: COCCOC (1,2-dimethoxyethane), O (water). Product: [N+](=O)([O-])C=1C=C(C(=O)OC)C=CC1 (methyl m-nitrobenzoate). Yield: 149.5%. RXN SMILES: [N+:1]([C:4]1[CH:5]=[C:6]([CH:10]=[CH:11][CH:12]=1)[C:7]([OH:9])=[O:8])([O-:3])=[O:2].[CH3:13]N(N=O)C(N)=O.[OH-].[K+]>COCCOC.O>[N+:1]([C:4]1[CH:5]=[C:6]([CH:10]=[CH:11][CH:12]=1)[C:7]([O:9][CH3:13])=[O:8])([O-:3])=[O:2] |f:2.3|. Procedure: 1.00 grams (6 millimoles) of m-nitrobenzoic acid and 2.4 grams (2.4 millimoles) of N-methyl,N-nitrosourea were dissolved in 25 milliliters of a 5:1 mixture of 1,2-dimethoxyethane and water. 40 milliliters of 0.6 N potassium hydroxide was added in a dropwise manner while the mixture was held at 0°C. in an ice bath. The solution was extracted with ether (4×50 milliliters) and the water layer (pH 10) was saved. The ether layer was dried (MgSO4) and workup gave 0.65 grams of methyl m-nitrobenzoate, ... Starting materials: NC(=O)c1c(F)ccc(OCC2=Cc3cc(C4=CCCC4)ccc3C2)c1F, CO. As a reaction SMILES: [C:1]1([c:6]2[cH:7][c:8]3[c:12]([cH:13][cH:14]2)[CH2:11][C:10]([CH2:15][O:16][c:17]2[c:18]([F:27])[c:19]([C:20](=[O:21])[NH2:22])[c:23]([F:26])[cH:24][cH:25]2)=[CH:9]3)=[CH:2][CH2:3][CH2:4][CH2:5]1.[CH3:28][OH:29]>>[CH:1]1([c:6]2[cH:7][c:8]3[c:12]([cH:13][cH:14]2)[CH2:11][C:10]([CH2:15][O:16][c:17]2[c:18]([F:27])[c:19]([C:20](=[O:21])[NH2:22])[c:23]([F:26])[cH:24][cH:25]2)=[CH:9]3)[CH2:2][CH2:3][CH2:4][CH2:5]1. Product: NC(=O)c1c(F)ccc(OCC2=Cc3cc(C4CCCC4)ccc3C2)c1F. Reactants: ClCCl, Cc1cccc(C)c1CCl, CC(C)=O, [I-], [K+], Cc1nc2c(N)cc(C(N)=O)cn2c1C, [Na+], [Na+], O=C([O-])[O-]. Yields the product Cc1cccc(C)c1CNc1cc(C(N)=O)cn2c(C)c(C)nc12. As a reaction SMILES: [CH2:34]([Cl:35])[Cl:36].[CH3:16][c:17]1[c:18]([CH2:19][Cl:20])[c:21]([CH3:25])[cH:22][cH:23][cH:24]1.[CH3:37][C:38](=[O:39])[CH3:40].[I-:33].[K+:32].[NH2:1][c:2]1[c:3]2[n:4]([cH:5][c:6]([C:8](=[O:9])[NH2:10])[cH:7]1)[c:11]([CH3:15])[c:12]([CH3:14])[n:13]2.[Na+:26].[Na+:27].[O-:28][C:29](=[O:30])[O-:31]>>[NH:1]([c:2]1[c:3]2[n:4]([cH:5][c:6]([C:8](=[O:9])[NH2:10])[cH:7]1)[c:11]([CH3:15])[c:12]([CH3:14])[n:13]2)[CH2:19][c:18]1[c:17]([CH3:16])[cH:24][cH:23][cH:22][c:21]1[CH3:25]. Starting materials: Cc1cc(Br)ccc1OCC(C)(C)O, CNCCNC, [Cu]I, O=c1[nH]ccnc1Sc1ccc(OC(F)(F)F)cc1, [K+], [K+], [K+], C1COCCO1, O=P([O-])([O-])[O-]. The product is Cc1cc(-n2ccnc(Sc3ccc(OC(F)(F)F)cc3)c2=O)ccc1OCC(C)(C)O. As a reaction SMILES: [Br:20][c:21]1[cH:22][c:23]([CH3:33])[c:24]([O:25][CH2:26][C:27]([CH3:28])([OH:29])[CH3:30])[cH:31][cH:32]1.[CH3:34][NH:35][CH2:36][CH2:37][NH:38][CH3:39].[Cu:54][I:55].[F:1][C:2]([O:3][c:4]1[cH:5][cH:6][c:7]([S:10][c:11]2[c:12](=[O:17])[nH:13][cH:14][cH:15][n:16]2)[cH:8][cH:9]1)([F:18])[F:19].[K+:45].[K+:46].[K+:47].[O:48]1[CH2:49][CH2:50][O:51][CH2:52][CH2:53]1.[P:40]([O-:41])([O-:42])([O-:43])=[O:44]>>[F:1][C:2]([O:3][c:4]1[cH:5][cH:6][c:7]([S:10][c:11]2[c:12](=[O:17])[n:13](-[c:21]3[cH:22][c:23]([CH3:33])[c:24]([O:25][CH2:26][C:27]([CH3:28])([OH:29])[CH3:30])[cH:31][cH:32]3)[cH:14][cH:15][n:16]2)[cH:8][cH:9]1)([F:18])[F:19]. Yields the product C(C=C)C1CC(CC1=O)NC(OC(C)(C)C)=O (tert-butyl 3-allyl-4-oxocyclopentylcarbamate). The solvent is CCCCCCC (heptane), ClCCl (dichloromethane). Reaction conditions: time 18 hour. Procedure details: A stirred solution of 5-allylcyclopent-2-enone (2.20 g, 18 mmol), t-butyl carbamate (4.70 g, 40 mmol), and tetra-n-butylammonium bromide (6.45 g, 20 mmol) in anhydrous dichloromethane (40 mL) under nitrogen was cooled in an ice bath (3° C.) and treated dropwise with boron trifluoride etherate (2.22 mL, 18 mmol). The reaction mixture was allowed to warm to room temperature and stirred for 18 h. Saturated aqueous sodium bicarbonate (40 mL) was added and then mixture stirred for 15 min and separate... Reagents/catalysts: [Br-].C(CCC)[N+](CCCC)(CCCC)CCCC (tetra-n-butylammonium bromide). Yield: 27.2%. RXN SMILES: [CH2:1]([CH:4]1[C:8](=[O:9])[CH:7]=[CH:6][CH2:5]1)[CH:2]=[CH2:3].[C:10](=[O:17])([O:12][C:13]([CH3:16])([CH3:15])[CH3:14])[NH2:11].B(F)(F)F.CCOCC.C(=O)(O)[O-].[Na+]>[Br-].C([N+](CCCC)(CCCC)CCCC)CCC.ClCCl.CCCCCCC>[CH2:1]([CH:4]1[C:8](=[O:9])[CH2:7][CH:6]([NH:11][C:10](=[O:17])[O:12][C:13]([CH3:16])([CH3:15])[CH3:14])[CH2:5]1)[CH:2]=[CH2:3] |f:2.3,4.5,6.7|. The reactants are C(C=C)C1CC=CC1=O (5-allylcyclopent-2-enone), C(N)(OC(C)(C)C)=O (t-butyl carbamate), C([O-])(O)=O.[Na+] (sodium bicarbonate), C(N)(OC(C)(C)C)=O (t-butyl carbamate), B(F)(F)F.CCOCC (boron trifluoride etherate). The reactants are CC=1C=NC=C(C#N)C1 (5-Methyl-nicotinonitrile), solution, C1CCOC1 (THF), C(=O)([O-])[O-].[Na+].[Na+] (Na2CO3). Run in CCOCC (Et2O). Yields the product CC=1C=C(C=NC1)C(C)=O (1-(5-methyl-pyridin-3-yl)-ethanone). Isolated yield 30.0%. As a reaction SMILES: [CH3:1][C:2]1[CH:3]=[N:4][CH:5]=[C:6]([CH:9]=1)C#N.[C:10]([O-:13])([O-])=O.[Na+].[Na+].[CH2:16]1COCC1>CCOCC>[CH3:1][C:2]1[CH:9]=[C:6]([C:10](=[O:13])[CH3:16])[CH:5]=[N:4][CH:3]=1 |f:1.2.3|. Procedure details: 5-Methyl-nicotinonitrile (2.08 g, 17.6 mmol) is heated at reflux in dry THF (20 mL) with MgMeBr (3 M solution in Et2O, 10 mL, 30 mmol) for 2 h. After cooling down, aq. Na2CO3 is added slowly to quench the reaction. Extractions with DCM affords the crude mixture which is purified by silica gel chromatography to yield 1-(5-methyl-pyridin-3-yl)-ethanone 18 (0.7 g, 30%). LC/MS (m/z) (M+1)+: 136.1. Reactants: C(C)(C)(C)OC(NCCNC(=O)C=1NC2=CC=C(C=C2C1)NC(=O)C=1NC2=CC=C(C=C2C1)[N+](=O)[O-])=O ([2-({5-[(5-Nitro-1H-indole-2-carbonyl)-amino]-1H-indole-2-carbonyl}-amino)-ethyl]-carbamic acid tert-butyl ester), C(=O)(C(F)(F)F)O.C1(=CC=CC=C1)OC (TFA anisole), compound 41, Cl.N1(N=CC=C1)C(=N)N (1H-pyrazole-1-carboxamidine hydrochloride), compound 47. Yields the product CN=C(NCCNC(=O)C=1NC2=CC=C(C=C2C1)NC(=O)C=1NC2=CC=C(C=C2C1)[N+](=O)[O-])N (5-[(5-Nitro-1H-indole-2-carbonyl)-amino]-1H-indole-2-carboxylic acid [2-(N′-methyl-guanidino)ethyl]-amide). Isolated yield 86.0%. Reaction SMILES: C(OC(=O)NCC[NH:10][C:11]([C:13]1[NH:14][C:15]2[C:20]([CH:21]=1)=[CH:19][C:18]([NH:22][C:23]([C:25]1[NH:26][C:27]3[C:32]([CH:33]=1)=[CH:31][C:30]([N+:34]([O-:36])=[O:35])=[CH:29][CH:28]=3)=[O:24])=[CH:17][CH:16]=2)=[O:12])(C)(C)C.[C:38](O)(C(F)(F)F)=O.C1(OC)C=CC=CC=1.Cl.[N:54]1([C:59]([NH2:61])=[NH:60])[CH:58]=[CH:57]C=N1>>[CH3:38][N:60]=[C:59]([NH2:61])[NH:54][CH2:58][CH2:57][NH:10][C:11]([C:13]1[NH:14][C:15]2[C:20]([CH:21]=1)=[CH:19][C:18]([NH:22][C:23]([C:25]1[NH:26][C:27]3[C:32]([CH:33]=1)=[CH:31][C:30]([N+:34]([O-:36])=[O:35])=[CH:29][CH:28]=3)=[O:24])=[CH:17][CH:16]=2)=[O:12] |f:1.2,3.4|. Procedure details: Compound 106 was treated with TFA/anisole according to the procedure for compound 41 and then reacted with 1H-pyrazole-1-carboxamidine hydrochloride according to the procedure for compound 47. Yield: 86%. MS: 449.15 (M+H+). 1H-NMR (DMSO-d6) 12.48 (s, 1H), 11.64 (s, 1H), 10.43 (s, 1H), 8.73–8.71 (m, 2H), 8.11–8.06 (m, 2H), 7.72–7.68 (m, 2H), 7.62–7.58 (d, 1H), 7.42–7.39 (m, 2H), 7.20–7.04 (m, 4H), 3.42 (t, 2H), 3.33–3.26 (m, 2H). Reactants: COC=C1C(=O)NC(=O)c2ccc(I)cc21, NCc1ccc(-c2ccoc2)c(O)c1. The product is O=C1NC(=O)c2ccc(I)cc2C1=CNCc1ccc(-c2ccoc2)c(O)c1. Reaction SMILES: [I:1][c:2]1[cH:3][c:4]2[c:9]([cH:10][cH:11]1)[C:8](=[O:12])[NH:7][C:6](=[O:13])[C:5]2=[CH:14][O:15][CH3:16].[NH2:17][CH2:18][c:19]1[cH:20][cH:21][c:22](-[c:26]2[cH:27][o:28][cH:29][cH:30]2)[c:23]([OH:25])[cH:24]1>>[I:1][c:2]1[cH:3][c:4]2[c:9]([cH:10][cH:11]1)[C:8](=[O:12])[NH:7][C:6](=[O:13])[C:5]2=[CH:14][NH:17][CH2:18][c:19]1[cH:20][cH:21][c:22](-[c:26]2[cH:27][o:28][cH:29][cH:30]2)[c:23]([OH:25])[cH:24]1. The reactants are CC(=O)c1cccc(S(=O)(=O)F)c1, CNC, CCN(C(C)C)C(C)C, Cl, Cl, C1CCOC1. The product is CC(=O)c1cccc(S(=O)(=O)N(C)C)c1. As a reaction SMILES: [C:1]([CH3:2])(=[O:3])[c:4]1[cH:5][c:6]([S:10](=[O:11])(=[O:12])[F:13])[cH:7][cH:8][cH:9]1.[CH3:15][NH:16][CH3:17].[CH:18]([N:19]([CH2:20][CH3:21])[CH:22]([CH3:23])[CH3:24])([CH3:25])[CH3:26].[ClH:14].[ClH:32].[O:27]1[CH2:28][CH2:29][CH2:30][CH2:31]1>>[C:1]([CH3:2])(=[O:3])[c:4]1[cH:5][c:6]([S:10](=[O:11])(=[O:12])[N:16]([CH3:15])[CH3:17])[cH:7][cH:8][cH:9]1. Starting materials: COC=1C=C(C(=O)C2CCN(CC2)C)C=CC1 (4-[3-methoxybenzoyl]-1-methylpiperidine). The solvent is Br (hydrobromic acid). The product is OC=1C=C(C(=O)C2CCN(CC2)C)C=CC1 (4-[3-hydroxybenzoyl]-1-methylpiperidine). The yield is 99.5%. RXN SMILES: C[O:2][C:3]1[CH:4]=[C:5]([CH:15]=[CH:16][CH:17]=1)[C:6]([CH:8]1[CH2:13][CH2:12][N:11]([CH3:14])[CH2:10][CH2:9]1)=[O:7]>Br>[OH:2][C:3]1[CH:4]=[C:5]([CH:15]=[CH:16][CH:17]=1)[C:6]([CH:8]1[CH2:9][CH2:10][N:11]([CH3:14])[CH2:12][CH2:13]1)=[O:7]. Reported procedure: A solution of 4-[3-methoxybenzoyl]-1-methylpiperidine (260 mg, 1.1 mmol) in 48% hydrobromic acid (10 mL) was refluxed for 1 h. The reaction mixture was concentrated under reduced pressure to a brown oil. The oil was dissolved in water, basified to pH 9 with ammonium hydroxide, and extracted with methylene chloride. Sodium chloride was added to the aqueous phase and extracted with chloroform/isopropanol (3:1). The organic extracts were combined, dried over sodium sulfate, and concentrated in vacu...